From a dataset of the Open Reaction Database (ORD), a public repository of structured organic reaction records. describe an organic reaction: reactants, conditions, products, and yield Starting materials: FC=1C=C(C=CC1OC1=C2C(=NC=C1)NC=C2CCOC)NC(C)=O (N-(3-fluoro-4-{[3-(2-methoxyethyl)-1H-pyrrolo[2,3-b]pyridin-4-yl]oxy}phenyl)acetamide), [OH-].[Na+] (sodium hydroxide). Run in C(C)O (ethanol). Run at temperature 90 celsius, time 8 hour. The product is FC=1C=C(N)C=CC1OC1=C2C(=NC=C1)NC=C2CCOC (3-Fluoro-4-{[3-(2-methoxyethyl)-1H-pyrrolo[2,3-b]pyridin-4-yl]oxy}aniline). RXN SMILES: [F:1][C:2]1[CH:3]=[C:4]([NH:22]C(=O)C)[CH:5]=[CH:6][C:7]=1[O:8][C:9]1[CH:14]=[CH:13][N:12]=[C:11]2[NH:15][CH:16]=[C:17]([CH2:18][CH2:19][O:20][CH3:21])[C:10]=12.[OH-].[Na+]>C(O)C>[F:1][C:2]1[CH:3]=[C:4]([CH:5]=[CH:6][C:7]=1[O:8][C:9]1[CH:14]=[CH:13][N:12]=[C:11]2[NH:15][CH:16]=[C:17]([CH2:18][CH2:19][O:20][CH3:21])[C:10]=12)[NH2:22] |f:1.2|. Procedure: 63 mg (0.18 mmol) of N-(3-fluoro-4-{[3-(2-methoxyethyl)-1H-pyrrolo[2,3-b]pyridin-4-yl]oxy}phenyl)acetamide are dissolved in 5 ml of ethanol. 2 ml of 20% strength aqueous sodium hydroxide solution are added, and the mixture is stirred at 90° C. overnight. The reaction mixture is then partitioned between ethyl acetate and 1N aqueous sodium hydroxide solution. The aqueous solution is extracted with ethyl acetate and the combined organic phases are washed with 1N aqueous sodium hydroxide solution. T... As a reaction SMILES: [Cl:26][c:27]1[cH:28][c:29]([NH2:30])[cH:31][cH:32][cH:33]1.[Cl:34][CH2:35][Cl:36].[Cl:37][CH:38]([Cl:39])[Cl:40].[Na+:25].[O-:21][C:22]([OH:23])=[O:24].[OH2:41].[n:1]1[cH:2][cH:3][c:4]([O:7][c:8]2[cH:9][c:10]3[cH:11][cH:12][cH:13][c:14]([C:18](=[O:19])[Cl:20])[c:15]3[cH:16][cH:17]2)[cH:5][cH:6]1>>[n:1]1[cH:2][cH:3][c:4]([O:7][c:8]2[cH:9][c:10]3[cH:11][cH:12][cH:13][c:14]([C:18](=[O:19])[NH:30][c:29]4[cH:28][c:27]([Cl:26])[cH:33][cH:32][cH:31]4)[c:15]3[cH:16][cH:17]2)[cH:5][cH:6]1. The product is O=C(Nc1cccc(Cl)c1)c1cccc2cc(Oc3ccncc3)ccc12. Reactants: Nc1cccc(Cl)c1, ClCCl, ClC(Cl)Cl, [Na+], O=C([O-])O, O, O=C(Cl)c1cccc2cc(Oc3ccncc3)ccc12. Starting materials: CSC(SC)=C(C#N)C#N ([Bis(methylmercapto)methylene]-malononitrile), CNN (methylhydrazine). Run in O (water). Run at time 1 hour. The product is NC1=NN(C(=C1C#N)SC)C (3-Amino-4-cyano-1-methyl-5-methylmercaptopyrazole). As a reaction SMILES: CS[C:3](=[C:6]([C:9]#[N:10])[C:7]#[N:8])[S:4][CH3:5].[CH3:11][NH:12][NH2:13]>O>[NH2:8][C:7]1[C:6]([C:9]#[N:10])=[C:3]([S:4][CH3:5])[N:12]([CH3:11])[N:13]=1. Reported procedure: 9.63 g (56.6 mmol) [Bis(methylmercapto)methylene]-malononitrile was suspended in 50 ml water and treated with 3.7 ml (67.9 mmol) methylhydrazine. The mixture was heated at boiling for 1 hour, the reaction solution cooled, the precipitate suction filtered and recrystallised from ethanol. The reactants are OC=1C=CC(=C(C1)C1=C(C=C(C=C1)C(=O)OC)C)C (methyl 5′-hydroxy-2,2′-dimethylbiphenyl-4-carboxylate), C(C1=CC=CC=C1)(=O)OCC=1C=C(CBr)C=CC1COC(C1=CC=CC=C1)=O (3,4-bis(benzoyloxymethyl)benzyl bromide), C([O-])([O-])=O.[K+].[K+] (potassium carbonate). The product is C1(=CC=CC=C1)C(=O)OCC=1C=C(COC=2C=CC(=C(C2)C2=C(C=C(C=C2)C(=O)OC)C)C)C=CC1COC(=O)C1=CC=CC=C1 (Methyl 5′-[3,4-bis(1-phenylmethanoyloxymethyl)-benzyloxy]-2,2′-dimethylbiphenyl-4-carboxylate). Reaction SMILES: [OH:1][C:2]1[CH:3]=[CH:4][C:5]([CH3:19])=[C:6]([C:8]2[CH:13]=[CH:12][C:11]([C:14]([O:16][CH3:17])=[O:15])=[CH:10][C:9]=2[CH3:18])[CH:7]=1.[C:20]([O:28][CH2:29][C:30]1[CH:31]=[C:32]([CH:35]=[CH:36][C:37]=1[CH2:38][O:39][C:40](=[O:47])[C:41]1[CH:46]=[CH:45][CH:44]=[CH:43][CH:42]=1)[CH2:33]Br)(=[O:27])[C:21]1[CH:26]=[CH:25][CH:24]=[CH:23][CH:22]=1.C(=O)([O-])[O-].[K+].[K+]>>[C:21]1([C:20]([O:28][CH2:29][C:30]2[CH:31]=[C:32]([CH:35]=[CH:36][C:37]=2[CH2:38][O:39][C:40]([C:41]2[CH:46]=[CH:45][CH:44]=[CH:43][CH:42]=2)=[O:47])[CH2:33][O:1][C:2]2[CH:3]=[CH:4][C:5]([CH3:19])=[C:6]([C:8]3[CH:13]=[CH:12][C:11]([C:14]([O:16][CH3:17])=[O:15])=[CH:10][C:9]=3[CH3:18])[CH:7]=2)=[O:27])[CH:26]=[CH:25][CH:24]=[CH:23][CH:22]=1 |f:2.3.4|. Reported procedure: In a manner similar to that of Example 1(i), by reaction of 2.24 g (8.7 mmol) of methyl 5′-hydroxy-2,2′-dimethylbiphenyl-4-carboxylate with 4.20 mg (9.6 mmol) of 3,4-bis(benzoyloxymethyl)benzyl bromide and 1.26 g (9 mmol) of potassium carbonate, the desired product is obtained in the form of a colourless oil (m=5.34 g; Y=99%).